Dataset: the Open Reaction Database (ORD), a public repository of structured organic reaction records. Task: describe an organic reaction: reactants, conditions, products, and yield Starting materials: Cl (Hydrochloric acid), COC=1C=C(C=CC1OC)\C=C(/C#N)\C1=NC=CC=C1 ((Z)-3-(3,4-dimethoxy-phenyl)-2-pyridin-2-yl-acrylonitrile). Solvent: C(C)#N (acetonitrile). Run at time 1 hour. The product is Cl.COC=1C=C(C=CC1OC)\C=C(/C#N)\C1=NC=CC=C1 ((Z)-3-(3,4-dimethoxy-phenyl)-2-pyridin-2-yl-acrylonitrile hydrochloride). Yield: 99.0%. As a reaction SMILES: [ClH:1].[CH3:2][O:3][C:4]1[CH:5]=[C:6](/[CH:12]=[C:13](/[C:16]2[CH:21]=[CH:20][CH:19]=[CH:18][N:17]=2)\[C:14]#[N:15])[CH:7]=[CH:8][C:9]=1[O:10][CH3:11]>C(#N)C>[ClH:1].[CH3:2][O:3][C:4]1[CH:5]=[C:6](/[CH:12]=[C:13](/[C:16]2[CH:21]=[CH:20][CH:19]=[CH:18][N:17]=2)\[C:14]#[N:15])[CH:7]=[CH:8][C:9]=1[O:10][CH3:11] |f:3.4|. Procedure details: 0.1N Hydrochloric acid (4.1 mL) was added to Compound 45 (100 mg), and acetonitrile (20 mL) was added to the mixture, to thereby dissolve the mixture. The solution was stirred in the dark at room temperature for 1 hour, and the solvent was evaporated to dryness. The precipitated crystals were thoroughly dried, to thereby yield the target product (yield: 112 mg, 99%). Starting materials: C(\C=C\C1=CC(O)=C(O)C=C1)(=O)O (caffeic acid), C([O-])(O)=O.[Na+] (sodium bicarbonate). Run in C(C)O (ethanol), O (water), O (water). Conditions: temperature 150 celsius, time 3 hour. Product: C(CC1=CC=CC=C1)OC(\C=C\C1=CC(O)=C(O)C=C1)=O (caffeic acid phenethyl ester). Reaction SMILES: [C:1]([OH:13])(=[O:12])/[CH:2]=[CH:3]/[C:4]1[CH:11]=[CH:10][C:8]([OH:9])=[C:6]([OH:7])[CH:5]=1.C(=O)(O)[O-].[Na+]>C(O)C.O>[CH2:2]([O:12][C:1](=[O:13])/[CH:2]=[CH:3]/[C:4]1[CH:11]=[CH:10][C:8]([OH:9])=[C:6]([OH:7])[CH:5]=1)[CH2:3][C:4]1[CH:11]=[CH:10][CH:8]=[CH:6][CH:5]=1 |f:1.2|. Procedure: 1 g of caffeic acid was dissolved in 20 mL of ethanol and 2 mL water. 0.5 g of sodium bicarbonate was added while stirring. Stirring continued for 3 hr. Solvent and water were distilled off under vacuum. The residual solid was dissolved in 25 mL dimethylformamide and heated to 150° C. To this hot reaction mixture 0.8 mL of phenethyl bromide was added. The resulting reaction mixture was stirred for 40 hrs. Next, the reaction mixture was poured into 75 mL of cold water and extracted with ether (3×... Yield: 77.7%. The reactants are CC(C)(C)[O-].[K+] (KOtBu), COC1=C(C=C(C=C1)[N+](=O)[O-])C(F)(F)F (1-methoxy-4-nitro-2-trifluoromethylbenzene), ClC1=CC=C(OCC#N)C=C1 (4-chlorophenoxyacetonitrile), ice water, Cl (HCl). Run at temperature -10 celsius. The product is COC=1C(=CC(=C(C1)CC#N)[N+](=O)[O-])C(F)(F)F ((5-Methoxy-2-nitro-4-trifluoromethylphenyl)acetonitrile). Procedure details: A mixture of 1-methoxy-4-nitro-2-trifluoromethylbenzene (93 g, 0.421 mol) and 4-chlorophenoxyacetonitrile (77.55 g, 0.463 mol) in dry DMF (500 ml) was added dropwise over 0.75 h to a stirred solution of KOtBu (103.85 g, 0.927 mol) in dry DMF (400 ml) at −10° C. After complete addition the resulting purple solution was maintained at −10° C. for 1 h then poured into a mixture of ice/water (1.5 l) and 5 M aqueous HCl (1.5 l). The resulting mixture was extracted with dichloromethane (3×1 l). The com... The solvent is CN(C)C=O (DMF), CN(C)C=O (DMF). As a reaction SMILES: [CH3:1][O:2][C:3]1[CH:8]=[CH:7][C:6]([N+:9]([O-:11])=[O:10])=[CH:5][C:4]=1[C:12]([F:15])([F:14])[F:13].ClC1C=CC(O[CH2:22][C:23]#[N:24])=CC=1.CC([O-])(C)C.[K+].Cl>CN(C=O)C>[CH3:1][O:2][C:3]1[C:4]([C:12]([F:13])([F:14])[F:15])=[CH:5][C:6]([N+:9]([O-:11])=[O:10])=[C:7]([CH2:22][C:23]#[N:24])[CH:8]=1 |f:2.3|. The reactants are C(C)(C)(C)OC(=O)N(C(=N)NC(=O)OC(C)(C)C)OCCCOC1=CC(=CC(=C1)C)OS(=O)(=O)C1=C(C=CC=C1)S(=O)(=O)N(CC=1OC=CC1)CCC#N (N,N′-bis-(tert-butoxycarbony)-3-[5-methyl-3-(2-(N-(2-cyanoethyl)-N-(2-furanylmethyl)aminosulfonyl)phenylsulfonyloxy)phenoxy]propoxyguanidine), Cl.CO (HCl methanol), C(#N)C(C(=O)O)=CC1=CC=C(C=C1)O (α-cyano-4-hydroxycinnamic acid). Yields the product CC=1C=C(C=C(OCCCONC(=N)N)C1)OS(=O)(=O)C1=C(C=CC=C1)S(=O)(=O)N(CC=1OC=CC1)CCC#N (3-[5-methyl-3-(2-(N-(2-cyanoethyl)-N-(2-furanylmethyl)aminosulfonyl)phenylsulfonyloxy)phenoxy]propoxyguanidine). The yield is 42.0%. Reaction SMILES: C(OC([N:8]([O:19][CH2:20][CH2:21][CH2:22][O:23][C:24]1[CH:29]=[C:28]([CH3:30])[CH:27]=[C:26]([O:31][S:32]([C:35]2[CH:40]=[CH:39][CH:38]=[CH:37][C:36]=2[S:41]([N:44]([CH2:51][CH2:52][C:53]#[N:54])[CH2:45][C:46]2[O:47][CH:48]=[CH:49][CH:50]=2)(=[O:43])=[O:42])(=[O:34])=[O:33])[CH:25]=1)[C:9]([NH:11]C(OC(C)(C)C)=O)=[NH:10])=O)(C)(C)C.Cl.CO.C(C(=CC1C=CC(O)=CC=1)C(O)=O)#N>>[CH3:30][C:28]1[CH:27]=[C:26]([O:31][S:32]([C:35]2[CH:40]=[CH:39][CH:38]=[CH:37][C:36]=2[S:41]([N:44]([CH2:51][CH2:52][C:53]#[N:54])[CH2:45][C:46]2[O:47][CH:48]=[CH:49][CH:50]=2)(=[O:42])=[O:43])(=[O:33])=[O:34])[CH:25]=[C:24]([CH:29]=1)[O:23][CH2:22][CH2:21][CH2:20][O:19][NH:8][C:9]([NH2:11])=[NH:10] |f:1.2|. Procedure: The title compound was prepared in 42% yield from N,N′-bis-(tert-butoxycarbony)-3-[5-methyl-3-(2-(N-(2-cyanoethyl)-N-(2-furanylmethyl)aminosulfonyl)phenylsulfonyloxy)phenoxy]propoxyguanidine, as prepared in the previous step, in a manner analogous to step i of Example 20 (without HCl-methanol acidification). 1H NMR (300 MHz, CDCl3) δ8.23 (dd, 1H, J=7.9, 1.3 Hz), 8.14 (dd, 1H, J=7.9, 1.4 Hz), 7.76 (td, 1H, J=7.7, 1.4 Hz), 7.67 (td, 1H, J=7.7, 1.3 Hz), 7.29 (t, 1H, J=1.3 Hz), 6.56 (m, 2H), 6.51 (m...